This data is from the Open Reaction Database (ORD), a public repository of structured organic reaction records. The task is: describe an organic reaction: reactants, conditions, products, and yield The reactants are C(C)OC(C(C(=O)O)(C)O)=O (2-hydroxy-2-methyl-malonic acid monoethyl ester), O1CCCC1 (tetrahydrofuran), FC(CN)(C(F)(F)F)F (2,2,3,3,3-pentafluoropropylamine), Cl.CN(CCCN=C=NCC)C (N-(3-dimethylaminopropyl)-N′-ethylcarbodiimide hydrochloride), hydrate, C(C)(C)N(C(C)C)CC (N,N-diisopropyl-ethylamine). Run at time 18 hour. The product is C(C)OC(C(C(=O)NCC(C(F)(F)F)(F)F)(C)O)=O (2-Hydroxy-2-methyl-N-(2,2,3,3,3-pentafluoro-propyl)-malonamic acid ethyl ester). Yield: 80.0%. RXN SMILES: [CH2:1]([O:3][C:4](=[O:11])[C:5]([OH:10])([CH3:9])[C:6]([OH:8])=O)[CH3:2].O1CCCC1.[F:17][C:18]([F:25])([C:21]([F:24])([F:23])[F:22])[CH2:19][NH2:20].Cl.CN(C)CCCN=C=NCC.C(N(CC)C(C)C)(C)C>>[CH2:1]([O:3][C:4](=[O:11])[C:5]([OH:10])([CH3:9])[C:6]([NH:20][CH2:19][C:18]([F:25])([F:17])[C:21]([F:24])([F:23])[F:22])=[O:8])[CH3:2] |f:3.4|. Reported procedure: To a solution of 2.08 g (12.8 mmol) 2-hydroxy-2-methyl-malonic acid monoethyl ester in 50 ml of tetrahydrofuran 1.39 g (12.8 mmol) of 2,2,3,3,3-pentafluoropropylamine, 2.51 g (12.8 mmol) of N-(3-dimethylaminopropyl)-N′-ethylcarbodiimide hydrochloride, 1.77 g (12.8 mmol) of 1-hydroxybenzotrizole hydrate and 4.48 ml (25.7 mmol) of N,N-diisopropyl-ethylamine were added. The mixture was stirred at room temperature for 18 h. Silicagel was added and the solvent was removed by distillation. The residue... Procedure: A mixture of 31.5 g (0.14 mol) of 2-(acetyloxy)-1-(4-hydroxy-3-methoxyphenyl)ethanone, 44.1 g (0.28 mole) of 1-bromo-3-chloropropane and 58 g (0.42 mole) of anhydrous potassium carbonate in 1 liter of acetone was heated at reflux for 16 hr. The mixture was cooled, filtered, and the filtrate concentrated to give a solid residue. The solid was triturated with petroleum ether (30°-60° C.), collected by filtration and dried to yield 38.7 g (92%) of title compound as a pale-yellow solid. An analytica... Solvent: CC(=O)C (acetone). Starting materials: C(C)(=O)OCC(=O)C1=CC(=C(C=C1)O)OC (2-(acetyloxy)-1-(4-hydroxy-3-methoxyphenyl)ethanone), BrCCCCl (1-bromo-3-chloropropane), C([O-])([O-])=O.[K+].[K+] (potassium carbonate). As a reaction SMILES: [C:1]([O:4][CH2:5][C:6]([C:8]1[CH:13]=[CH:12][C:11]([OH:14])=[C:10]([O:15][CH3:16])[CH:9]=1)=[O:7])(=[O:3])[CH3:2].Br[CH2:18][CH2:19][CH2:20][Cl:21].C(=O)([O-])[O-].[K+].[K+]>CC(C)=O>[C:1]([O:4][CH2:5][C:6]([C:8]1[CH:13]=[CH:12][C:11]([O:14][CH2:18][CH2:19][CH2:20][Cl:21])=[C:10]([O:15][CH3:16])[CH:9]=1)=[O:7])(=[O:3])[CH3:2] |f:2.3.4|. Yield: 91.9%. The product is C(C)(=O)OCC(=O)C1=CC(=C(C=C1)OCCCCl)OC (2-(Acetyloxy)-1-[4-(3-chloropropoxy)-3-methoxyphenyl]ethanone). Starting materials: Cc1cc(Cl)cnc1C=O, ClCCl, N#Cc1ccc(CNC2CCCc3cccnc32)c(CO)c1. Product: Cc1cc(Cl)cnc1CN(Cc1ccc(C#N)cc1CO)C1CCCc2cccnc21. RXN SMILES: [Cl:23][c:24]1[cH:25][c:26]([CH3:32])[c:27]([CH:30]=[O:31])[n:28][cH:29]1.[Cl:33][CH2:34][Cl:35].[OH:1][CH2:2][c:3]1[cH:4][c:5]([C:6]#[N:7])[cH:8][cH:9][c:10]1[CH2:11][NH:12][CH:13]1[CH2:14][CH2:15][CH2:16][c:17]2[cH:18][cH:19][cH:20][n:21][c:22]21>>[OH:1][CH2:2][c:3]1[cH:4][c:5]([C:6]#[N:7])[cH:8][cH:9][c:10]1[CH2:11][N:12]([CH:13]1[CH2:14][CH2:15][CH2:16][c:17]2[cH:18][cH:19][cH:20][n:21][c:22]21)[CH2:30][c:27]1[c:26]([CH3:32])[cH:25][c:24]([Cl:23])[cH:29][n:28]1. Reactants: N(N)C1=NC=CC(=C1)C1=CC(=CC2=CC(=C(C=C12)OCC)OCC)CO (1-(2-Hydrazino-4-pyridyl)-3-hydroxymethyl-6,7-diethoxynaphthalene), C(=O)(O)C1=C(C=CC=C1)C(=O)C1=CC=CC=C1 (1-carboxy-2-phenylcarbonylbenzene). Run in C(CO)O (ethylene glycol). Product: C1(=CC=CC=C1)C1=NN(C(C2=CC=CC=C12)=O)C1=NC=CC(=C1)C1=CC(=CC2=CC(=C(C=C12)OCC)OCC)CO (1-{2-(4-phenyl-1(2H)-phthalazinon-2-yl)-4-pyridyl}-3-hydroxymethyl-6,7-diethoxynaphthalene). The yield is 75.7%. As a reaction SMILES: [NH:1]([C:3]1[CH:8]=[C:7]([C:9]2[C:18]3[C:13](=[CH:14][C:15]([O:22][CH2:23][CH3:24])=[C:16]([O:19][CH2:20][CH3:21])[CH:17]=3)[CH:12]=[C:11]([CH2:25][OH:26])[CH:10]=2)[CH:6]=[CH:5][N:4]=1)[NH2:2].[C:27]([C:30]1[CH:35]=[CH:34][CH:33]=[CH:32][C:31]=1[C:36]([C:38]1[CH:43]=[CH:42][CH:41]=[CH:40][CH:39]=1)=O)(O)=[O:28]>C(O)CO>[C:38]1([C:36]2[C:31]3[C:30](=[CH:35][CH:34]=[CH:33][CH:32]=3)[C:27](=[O:28])[N:1]([C:3]3[CH:8]=[C:7]([C:9]4[C:18]5[C:13](=[CH:14][C:15]([O:22][CH2:23][CH3:24])=[C:16]([O:19][CH2:20][CH3:21])[CH:17]=5)[CH:12]=[C:11]([CH2:25][OH:26])[CH:10]=4)[CH:6]=[CH:5][N:4]=3)[N:2]=2)[CH:43]=[CH:42][CH:41]=[CH:40][CH:39]=1. Reported procedure: 1-(2-Hydrazino-4-pyridyl)-3-hydroxymethyl-6,7-diethoxynaphthalene (177 mg), 1-carboxy-2-phenylcarbonylbenzene (191 mg) and ethylene glycol (1 ml) are treated in the same manner as in Example 104-(3) to give 1-{2-(4-phenyl-1(2H)-phthalazinon-2-yl)-4-pyridyl}-3-hydroxymethyl-6,7-diethoxynaphthalene (206 mg), which is listed in Table 14. As a reaction SMILES: [C:30]([CH:31]([OH:32])[CH3:33])(=[O:34])[O:35][CH3:36].[F:1][c:2]1[c:3]2[c:4]([NH:12][c:13]3[cH:14][c:15]4[cH:16][n:17][n:18]([CH2:22][c:23]5[cH:24][c:25]([F:29])[cH:26][cH:27][cH:28]5)[c:19]4[cH:20][cH:21]3)[n:5][cH:6][n:7][c:8]2[cH:9][cH:10][cH:11]1>>[c:2]1([O:32][CH:31]([C:30](=[O:34])[O:35][CH3:36])[CH3:33])[c:3]2[c:4]([NH:12][c:13]3[cH:14][c:15]4[cH:16][n:17][n:18]([CH2:22][c:23]5[cH:24][c:25]([F:29])[cH:26][cH:27][cH:28]5)[c:19]4[cH:20][cH:21]3)[n:5][cH:6][n:7][c:8]2[cH:9][cH:10][cH:11]1. The product is COC(=O)C(C)Oc1cccc2ncnc(Nc3ccc4c(cnn4Cc4cccc(F)c4)c3)c12. Reactants: COC(=O)C(C)O, Fc1cccc(Cn2ncc3cc(Nc4ncnc5cccc(F)c45)ccc32)c1. The solvent is CO (methanol). Starting materials: C1(CCCC1)C=C(C1=CC=C(C=C1)S(=O)(=O)C)C1=CC=2C(=NC=C(C2)OCCN(C)C)N1 ((2-{2-[2-cyclopentyl-1-(4-methanesulfonyl-phenyl)-vinyl]-1H-pyrrolo[2,3-b]pyridin-5-yloxy}-ethyl)-dimethyl-amine). Isolated yield 10.0%. Reported procedure: A mixture of (2-{2-[2-cyclopentyl-1-(4-methanesulfonyl-phenyl)-vinyl]-1H-pyrrolo[2,3-b]pyridin-5-yloxy}-ethyl)-dimethyl-amine (200 mg, 0.44 mmol) and 10% palladium on activated carbon (40 mg) in methanol (200 mL) was heated at 50° C. under hydrogen (50 psi) for 6 h. The mixture was cooled to room temperature. The catalyst was removed by filtration and washed with ethyl acetate. The filtrate was concentrated in vacuo and purified using a Waters automated flash system (column: Xterra 30 mm×100 mm,... RXN SMILES: [CH:1]1([CH:6]=[C:7]([C:18]2[NH:32][C:21]3=[N:22][CH:23]=[C:24]([O:26][CH2:27][CH2:28][N:29]([CH3:31])[CH3:30])[CH:25]=[C:20]3[CH:19]=2)[C:8]2[CH:13]=[CH:12][C:11]([S:14]([CH3:17])(=[O:16])=[O:15])=[CH:10][CH:9]=2)[CH2:5][CH2:4][CH2:3][CH2:2]1>[Pd].CO>[CH:1]1([CH2:6][CH:7]([C:18]2[NH:32][C:21]3=[N:22][CH:23]=[C:24]([O:26][CH2:27][CH2:28][N:29]([CH3:30])[CH3:31])[CH:25]=[C:20]3[CH:19]=2)[C:8]2[CH:13]=[CH:12][C:11]([S:14]([CH3:17])(=[O:16])=[O:15])=[CH:10][CH:9]=2)[CH2:5][CH2:4][CH2:3][CH2:2]1. Reagents/catalysts: [Pd] (palladium on activated carbon). Conditions: temperature 50 celsius. Yields the product C1(CCCC1)CC(C1=CC=C(C=C1)S(=O)(=O)C)C1=CC=2C(=NC=C(C2)OCCN(C)C)N1 ((2-{2-[2-cyclopentyl-1-(4-methanesulfonyl-phenyl)-ethyl]-1H-pyrrolo[2,3-b]pyridin-5-yloxy}-ethyl)-dimethyl-amine).